From a dataset of the Open Reaction Database (ORD), a public repository of structured organic reaction records. describe an organic reaction: reactants, conditions, products, and yield Reactants: C1COCCO1, COc1cccc(CC(C)O)c1, Cl, O=Cc1ccc([N+](=O)[O-])cc1. Yields the product COc1ccc2c(c1)CC(C)OC2c1ccc([N+](=O)[O-])cc1. RXN SMILES: [CH2:25]1[O:26][CH2:27][CH2:28][O:29][CH2:30]1.[CH3:1][O:2][c:3]1[cH:4][c:5]([CH2:9][CH:10]([CH3:11])[OH:12])[cH:6][cH:7][cH:8]1.[ClH:24].[N+:13](=[O:14])([O-:15])[c:16]1[cH:17][cH:18][c:19]([CH:20]=[O:21])[cH:22][cH:23]1>>[CH3:1][O:2][c:3]1[cH:4][c:5]2[c:6]([cH:7][cH:8]1)[CH:20]([c:19]1[cH:18][cH:17][c:16]([N+:13](=[O:14])[O-:15])[cH:23][cH:22]1)[O:12][CH:10]([CH3:11])[CH2:9]2.